Dataset: the Open Reaction Database (ORD), a public repository of structured organic reaction records. Task: describe an organic reaction: reactants, conditions, products, and yield Reactants: O=C1N(C[C@H]2N1CCNC2)CC(C(=O)O)(C)C (3-[(8aS)-3-oxo-1,5,6,7,8,8a-hexahydroimidazo[1,5-a]pyrazin-2-yl]-2,2-dimethyl-propanoic acid), FC(C(=O)O)(F)F.N[C@H]1[C@H](CCC1)C(=O)OCC (ethyl (1S,2R)-2-aminocyclopentanecarboxylate trifluoroacetic acid salt), FC(C(=O)O)(F)F.N[C@H]1[C@H](CCC1)C(=O)OCC (ethyl (1S,2R)-2-aminocyclopentanecarboxylate trifluoroacetic acid salt). The product is O=C1N(C[C@H]2N1CCNC2)[C@H]2[C@H](CCC2)C(=O)O ((1S,2R)-2-[(8aS)-3-oxo-1,5,6,7,8,8a-hexahydroimidazo[1,5-a]pyrazin-2-yl]cyclopentanecarboxylic acid). As a reaction SMILES: [O:1]=[C:2]1[N:6]2[CH2:7][CH2:8][NH:9][CH2:10][C@H:5]2[CH2:4][N:3]1[CH2:11][C:12]([CH3:17])(C)[C:13]([OH:15])=[O:14].F[C:19](F)(F)[C:20](O)=O.N[C@@H]1CCC[C@@H]1C(OCC)=O>>[O:1]=[C:2]1[N:6]2[CH2:7][CH2:8][NH:9][CH2:10][C@H:5]2[CH2:4][N:3]1[C@@H:11]1[CH2:20][CH2:19][CH2:17][C@@H:12]1[C:13]([OH:15])=[O:14] |f:1.2|. Procedure: Compound 50-A was prepared in analogy to compound Q in Example 19 by using ethyl (1S,2R)-2-aminocyclopentanecarboxylate trifluoroacetic acid salt (compound 50-B) instead of ethyl 3-amino-2,2-dimethyl-propanoate hydrochloride salt.